Dataset: the Open Reaction Database (ORD), a public repository of structured organic reaction records. Task: describe an organic reaction: reactants, conditions, products, and yield Starting materials: CC(=O)OC1C(C)CC2C3CCC4=CC(=O)CCC4=C3C=CC21C, CC#N. Reaction SMILES: [C:1](=[O:2])([CH3:3])[O:4][CH:5]1[C:6]2([CH3:7])[CH:8]([CH2:9][CH:10]1[CH3:11])[CH:12]1[CH2:13][CH2:14][C:15]3=[CH:16][C:17](=[O:24])[CH2:18][CH2:19][C:20]3=[C:21]1[CH:22]=[CH:23]2.[CH3:25][C:26]#[N:27]>>[OH:4][CH:5]1[C:6]2([CH3:7])[CH:8]([CH2:9][CH:10]1[CH3:11])[CH:12]1[CH2:13][CH2:14][C:15]3=[CH:16][C:17](=[O:24])[CH2:18][CH2:19][C:20]3=[C:21]1[CH:22]=[CH:23]2. Yields the product CC1CC2C3CCC4=CC(=O)CCC4=C3C=CC2(C)C1O. Reactants: COC(C(C)C1=CC(=C(C=C1)C[C@H]1[C@@H](CCCC1)O)Cl)=O (methyl-2-[3-chloro-4-(trans-2-hydroxycyclohexane-1-yl methyl)phenyl]propionate), [OH-].[Na+] (sodium hydroxide), Cl (hydrochloric acid). The solvent is CO (methanol). The product is ClC=1C=C(C=CC1C[C@H]1[C@@H](CCCC1)O)C(C(=O)O)C (2-[3-chloro-4-(trans-2-hydroxycyclohexane-1-yl methyl)phenyl]propionic acid). RXN SMILES: C[O:2][C:3](=[O:21])[CH:4]([C:6]1[CH:11]=[CH:10][C:9]([CH2:12][C@@H:13]2[CH2:18][CH2:17][CH2:16][CH2:15][C@H:14]2[OH:19])=[C:8]([Cl:20])[CH:7]=1)[CH3:5].[OH-].[Na+].Cl>CO>[Cl:20][C:8]1[CH:7]=[C:6]([CH:4]([CH3:5])[C:3]([OH:21])=[O:2])[CH:11]=[CH:10][C:9]=1[CH2:12][C@@H:13]1[CH2:18][CH2:17][CH2:16][CH2:15][C@H:14]1[OH:19] |f:1.2|. Reported procedure: 3 g of methyl-2-[3-chloro-4-(trans-2-hydroxycyclohexane-1-yl methyl)phenyl]propionate were incorporated with 80 ml of an aqueous methanol containing 1.2 g of sodium hydroxide and then refluxed under heat for two hours. After the end of the reaction, the reaction mixture was treated to concentrate the solvent at a reduced pressure, incorporated with 50 ml of water and washed with 50 ml of ethyl acetate, after which the aqueous layer obtained was adjusted to a pH of 2 with conc. hydrochloric acid.... The reactants are ethereal solution, C[Mg+].[Br-] (MeMgBr), C(#N)C1=C(C=C(C=C1)C(=NS(=O)CC(C)C)C=1C=NC=CC1)F (N-[(4-cyano-3-fluoro-phenyl)-(3-pyridyl)-methylene]-2-methylpropanesulfinamide). Solvent: C1CCOC1 (THF). Run at time 15 minute. Product: C(#N)C1=C(C=C(C=C1)C(C)(C=1C=NC=CC1)NS(=O)CC(C)C)F (N-[1-(4-cyano-3-fluoro-phenyl)-1-(pyridin-3-yl)-ethyl]-2-methylpropanesulfinamide). RXN SMILES: [C:1]([C:3]1[CH:8]=[CH:7][C:6]([C:9]([C:17]2[CH:18]=[N:19][CH:20]=[CH:21][CH:22]=2)=[N:10][S:11]([CH2:13][CH:14]([CH3:16])[CH3:15])=[O:12])=[CH:5][C:4]=1[F:23])#[N:2].[CH3:24][Mg+].[Br-]>C1COCC1>[C:1]([C:3]1[CH:8]=[CH:7][C:6]([C:9]([NH:10][S:11]([CH2:13][CH:14]([CH3:16])[CH3:15])=[O:12])([C:17]2[CH:18]=[N:19][CH:20]=[CH:21][CH:22]=2)[CH3:24])=[CH:5][C:4]=1[F:23])#[N:2] |f:1.2|. Reported procedure: N-[(4-cyano-3-fluoro-phenyl)-(3-pyridyl)-methylene]-2-methylpropanesulfinamide (0.315 g, 0.956 mmol) was dissolved in anhydrous THF (10 mL), cooled in a ice bath, and treated with a 3.0 M ethereal solution of MeMgBr (0.96 mL, 2.87 mmol). After 15 min, the reaction was quenched with H2O, diluted with CH2Cl2 and saturated NaHCO3 solution and separated. The aqueous layer was extracted with CH2Cl2 (2×), the organic layers combined, dried (Na2SO4), filtered and concentrated to give the title compound... The reactants are C(C)(=O)NC1=CC=C(C=C1)S (4-acetamidothiophenol), C1(OCCO1)=O (ethylene carbonate), [O-]CC.[Na+] (sodium ethoxide), C(C)(=O)NC1=C(C=C(C=C1)S(=O)(=O)Cl)Cl (4-acetamido-3-chlorobenzenesulphonyl chloride), N1=CC=CC=C1 (pyridine). Reagents/catalysts: CN(C1=CC=NC=C1)C (4-dimethylaminopyridine). Solvent: C(C)O (ethanol), C(Cl)Cl (DCM). Reaction conditions: time 8 hour. Product: ClC1=C(N)C=CC(=C1)S(=O)(=O)NC1=CC=C(C=C1)SCCO (2-Chloro-4-[4-(2-hydroxyethylthio)anilinosulphonyl]aniline). Isolated yield 8.8%. Reaction SMILES: C([NH:4][C:5]1[CH:10]=[CH:9][C:8]([SH:11])=[CH:7][CH:6]=1)(=O)C.C1(=O)O[CH2:15][CH2:14][O:13]1.[O-]CC.[Na+].C([NH:25][C:26]1[CH:31]=[CH:30][C:29]([S:32](Cl)(=[O:34])=[O:33])=[CH:28][C:27]=1[Cl:36])(=O)C.N1C=CC=CC=1>C(O)C.CN(C)C1C=CN=CC=1.C(Cl)Cl>[Cl:36][C:27]1[CH:28]=[C:29]([S:32]([NH:4][C:5]2[CH:6]=[CH:7][C:8]([S:11][CH2:15][CH2:14][OH:13])=[CH:9][CH:10]=2)(=[O:34])=[O:33])[CH:30]=[CH:31][C:26]=1[NH2:25] |f:2.3|. Procedure details: A solution of 4-acetamidothiophenol (8.35 g, 50.0 mmol), ethylene carbonate (5.5 g, 62.5 mmol) and sodium ethoxide (4.1 g, 60.0 mmol) in ethanol (250 ml) was heated at reflux overnight and then cooled to ambient temperature and evaporated to dryness. The residue was dissolved in diethyl ether (500 ml), washed with 1M aqueous hydrochloric acid and brine, dried and evaporated to dryness. The residue was dissolved in ethanol (120 ml) and 2M aqueous sodium hydroxide (60 ml) was added. The mixture wa... Starting materials: C=CCc1ccc2c(c1)SCC2, CCCCCC, CCOC(C)=O, CCO. Product: CCCc1ccc2c(c1)SCC2. Reaction SMILES: [CH2:1]([CH:2]=[CH2:3])[c:4]1[cH:5][c:6]2[c:7]([cH:11][cH:12]1)[CH2:8][CH2:9][S:10]2.[CH3:13][CH2:14][CH2:15][CH2:16][CH2:17][CH3:18].[CH3:19][CH2:20][O:21][C:22]([CH3:23])=[O:24].[CH3:25][CH2:26][OH:27]>>[CH2:1]([CH2:2][CH3:3])[c:4]1[cH:5][c:6]2[c:7]([cH:11][cH:12]1)[CH2:8][CH2:9][S:10]2.